From a dataset of the Open Reaction Database (ORD), a public repository of structured organic reaction records. describe an organic reaction: reactants, conditions, products, and yield Starting materials: [Ti](Cl)(Cl)(Cl)Cl (titanium tetrachloride), C1(=CC=CC=C1)C (toluene). Yields the product [Cl-].[Ti+4].[Cl-].[Cl-].[Cl-].C1(=CC=CC=C1)C (titanium chloride toluene). As a reaction SMILES: [Ti:1](Cl)(Cl)(Cl)[Cl:2].[C:6]1([CH3:12])[CH:11]=[CH:10][CH:9]=[CH:8][CH:7]=1>>[Cl-:2].[Ti+4:1].[Cl-:2].[Cl-:2].[Cl-:2].[C:6]1([CH3:12])[CH:11]=[CH:10][CH:9]=[CH:8][CH:7]=1 |f:2.3.4.5.6.7|. Procedure: To the above described solid component were added 40 ml of toluene and titanium tetrachloride so as to give a titanium chloride/toluene volume ratio of 3/2, the temperature being then raised to 80° C. While stirring, a mixed solution of 2 ml of di-n-butyl phthalate and 5 ml of toluene was dropwise added thereto and stirred at 80° C. for 2 hours. The resulting solid material was separated by filtration and washed with 100 ml of toluene 2 times at 75° C. Furthermore, titanium tetrachloride was add... Reactants: FC1=C(C=CC(=C1)[N+](=O)[O-])C(C(=O)OC)C(=O)OC (dimethyl 2-(2-fluoro-4-nitrophenyl)malonate), C(=O)([O-])[O-].[K+].[K+] (K2CO3), CI (methyl iodide). Run in CN(C)C=O (DMF). Run at time 6 hour. Product: FC1=C(C=CC(=C1)[N+](=O)[O-])C(C(=O)OC)(C(=O)OC)C (dimethyl 2-(2-fluoro-4-nitrophenyl)-2-methylmalonate). Yield: 72.0%. Reaction SMILES: [F:1][C:2]1[CH:7]=[C:6]([N+:8]([O-:10])=[O:9])[CH:5]=[CH:4][C:3]=1[CH:11]([C:16]([O:18][CH3:19])=[O:17])[C:12]([O:14][CH3:15])=[O:13].[C:20]([O-])([O-])=O.[K+].[K+].CI>CN(C=O)C>[F:1][C:2]1[CH:7]=[C:6]([N+:8]([O-:10])=[O:9])[CH:5]=[CH:4][C:3]=1[C:11]([CH3:20])([C:16]([O:18][CH3:19])=[O:17])[C:12]([O:14][CH3:15])=[O:13] |f:1.2.3|. Reported procedure: To a stirred solution of dimethyl 2-(2-fluoro-4-nitrophenyl)malonate (200 mg, 0.73 mmol, 1.0 eq) and K2CO3 (204 mg 1.47 mmol 2.0 eq) in DMF (5 mL), was added methyl iodide (210 mg, 1.47 mmol 2.0 eq) at RT and the mixture was stirred at RT for 6 h. K2CO3 was filtered out and the filtrate concentrated under vacuum. The residue was diluted with water (50 mL) and extracted with EtOAc (20 mL). The organic layer was separated washed with brine solution, dried over anhydrous Na2SO4 and the solvent evap...